This data is from the Open Reaction Database (ORD), a public repository of structured organic reaction records. The task is: describe an organic reaction: reactants, conditions, products, and yield Reactants: [Cl-].[Li+] (lithium chloride), C(#N)C=1C=C(C(=O)N2CS(C3=C2C=CC=C3)(=O)=O)C=C(C1OC)C(F)(F)F (3-(3-cyano-4-methoxy-5-trifluoromethylbenzoyl)-1,1-dioxo-2,3-dihydro-1,3-benzothiazole), Cl (hydrochloric acid). Run in CN(C=O)C (N,N-dimethylformamide). Conditions: temperature 70 celsius, time 2 hour. Yields the product C(#N)C=1C=C(C(=O)N2CS(C3=C2C=CC=C3)(=O)=O)C=C(C1O)C(F)(F)F (3-(3-cyano-4-hydroxy-5-trifluoromethylbenzoyl)-1,1-dioxo-2,3-dihydro-1,3-benzothiazole). The yield is 5640.8%. As a reaction SMILES: [C:1]([C:3]1[CH:4]=[C:5]([CH:19]=[C:20]([C:24]([F:27])([F:26])[F:25])[C:21]=1[O:22]C)[C:6]([N:8]1[C:12]2[CH:13]=[CH:14][CH:15]=[CH:16][C:11]=2[S:10](=[O:18])(=[O:17])[CH2:9]1)=[O:7])#[N:2].[Cl-].[Li+].Cl>CN(C)C=O>[C:1]([C:3]1[CH:4]=[C:5]([CH:19]=[C:20]([C:24]([F:27])([F:25])[F:26])[C:21]=1[OH:22])[C:6]([N:8]1[C:12]2[CH:13]=[CH:14][CH:15]=[CH:16][C:11]=2[S:10](=[O:17])(=[O:18])[CH2:9]1)=[O:7])#[N:2] |f:1.2|. Procedure: 3-(3-cyano-4-methoxy-5-trifluoromethylbenzoyl)-1,1-dioxo-2,3-dihydro-1,3-benzothiazole (4.08 g) was dissolved in N,N-dimethylformamide (40 mL), and lithium chloride (1.74 g) was added to the solution, and then the mixture was stirred at 70° C. for 2 hours. To the reaction solution, 1N hydrochloric acid was added, and then the reaction mixture was extracted with ethyl acetate. The organic layer was washed with 1N hydrochloric acid and saturated brine, and then dried over anhydrous sodium sulfate.... Starting materials: CN1C(=NC=C1)C=O (1-methyl-1H-imidazole-2-carbaldehyde), NC1=C2COC(C2=CC=C1)=O (4-aminoisobenzofuran-1(3H)-one), S(=O)(=O)([O-])[O-].[Mg+2] (magnesium sulfate). Solvent: C(C)#N (acetonitrile). The product is CN1C(=NC=C1)\C=N\C1=C2COC(C2=CC=C1)=O ((E)-4-((1-methyl-1H-imidazol-2-yl)methyleneamino)isobenzofuran-1(3H)-one). The yield is 99.9%. As a reaction SMILES: [CH3:1][N:2]1[CH:6]=[CH:5][N:4]=[C:3]1[CH:7]=O.[NH2:9][C:10]1[CH:18]=[CH:17][CH:16]=[C:15]2[C:11]=1[CH2:12][O:13][C:14]2=[O:19].S([O-])([O-])(=O)=O.[Mg+2]>C(#N)C>[CH3:1][N:2]1[CH:6]=[CH:5][N:4]=[C:3]1/[CH:7]=[N:9]/[C:10]1[CH:18]=[CH:17][CH:16]=[C:15]2[C:11]=1[CH2:12][O:13][C:14]2=[O:19] |f:2.3|. Procedure: A solution of 1-methyl-1H-imidazole-2-carbaldehyde (680 mg, 6.18 mmol), 4-aminoisobenzofuran-1(3H)-one (920.8 mg, 6.18 mmol) and anhydrous magnesium sulfate (7.41 g, 61.8 mmol) in acetonitrile (100 ml) was heated to reflux for two days. The mixture was filtered and the solvents were removed in vacuum. The crude product was re-crystallized from isopropanol to get the title compound (1.49 g, yield 68%). LC-MS (ESI) m/z: 242 (M+1)+. 1H-NMR (400 MHz, DMSO-d6); 4.06 (s, 3H), 5.52 (s, 2H), 7.22 (s, 1H... The reactants are CCO, N, c1cc(-c2csnn2)ccc1OCC1CO1. The product is NCC(O)COc1ccc(-c2csnn2)cc1. As a reaction SMILES: [CH3:18][CH2:19][OH:20].[NH3:17].[O:1]1[CH:2]([CH2:3][O:4][c:5]2[cH:6][cH:7][c:8](-[c:11]3[n:12][n:13][s:14][cH:15]3)[cH:9][cH:10]2)[CH2:16]1>>[OH:1][CH:2]([CH2:3][O:4][c:5]1[cH:6][cH:7][c:8](-[c:11]2[n:12][n:13][s:14][cH:15]2)[cH:9][cH:10]1)[CH2:16][NH2:17]. Yields the product CN1CCN(c2ccc([N+](=O)[O-])cc2)CC1. Reactants: CI, CN(C)C=O, [H-], O=[N+]([O-])c1ccc(N2CCNCC2)cc1, [Na+]. RXN SMILES: [CH3:18][I:19].[CH3:20][N:21]([CH3:22])[CH:23]=[O:24].[H-:16].[N+:1](=[O:2])([O-:3])[c:4]1[cH:5][cH:6][c:7]([N:10]2[CH2:11][CH2:12][NH:13][CH2:14][CH2:15]2)[cH:8][cH:9]1.[Na+:17]>>[N+:1](=[O:2])([O-:3])[c:4]1[cH:5][cH:6][c:7]([N:10]2[CH2:11][CH2:12][N:13]([CH3:18])[CH2:14][CH2:15]2)[cH:8][cH:9]1. The reactants are BrCCCCCCCCC=O (9-Bromononanal), C(CO)O (ethylene glycol), C1(=CC=C(C=C1)S(=O)(=O)O)C (para-toluenesulphonic acid). Run in C1(=CC=CC=C1)C (toluene). Product: BrCCCCCCCCC1OCCO1 (2-(8-Bromooctyl)-1,3-dioxolane). Isolated yield 79.2%. RXN SMILES: [Br:1][CH2:2][CH2:3][CH2:4][CH2:5][CH2:6][CH2:7][CH2:8][CH2:9][CH:10]=[O:11].[CH2:12](O)[CH2:13][OH:14].C1(C)C=CC(S(O)(=O)=O)=CC=1>C1(C)C=CC=CC=1>[Br:1][CH2:2][CH2:3][CH2:4][CH2:5][CH2:6][CH2:7][CH2:8][CH2:9][CH:10]1[O:14][CH2:13][CH2:12][O:11]1. Reported procedure: 9-Bromononanal (28.0 g, assumed 120 mmol), ethylene glycol (33.6 mL, 600 mmol) and para-toluenesulphonic acid (2.7 g, 13 mmol) in toluene (210 mL) were heated at reflux for 20 hours. The reaction was cooled to RT and quenched with saturated aqueous sodium bicarbonate solution (300 mL). The resulting mixture was extracted with diethyl ether (2×500 mL). The combined organic extracts were washed with saturated aqueous sodium bicarbonate solution (300 mL), water (300 mL), brine (100 mL), dried (magn... The reactants are ClC1=C(C=CC(=C1)Cl)S (2,4-dichlorothiophenol), ClC=1C=C(C=O)C=CC1F (3-chloro-4-fluoro-benzaldehyde), NCCCCCCO (6-amino-1-hexanol), BrC1=C(C=CC=C1)S (2-bromothiophenol), ClC1=C(C=O)C=CC=C1 (2-chlorobenzaldehyde), OCC1CNCCC1 (3-hydroxymethylpiperidine). Product: BrC1=C(C=CC=C1)SC1=C(C=C(C=C1)\C=C\C(=O)N1CC(CCC1)CO)Cl ((2-Bromophenyl)[2-chloro-4-(E-((3-(hydroxymethyl)piperidin-1-yl)carbonyl) ethenyl)phenyl]sulfide). Reaction SMILES: [Cl:1][C:2]1[CH:7]=[C:6](Cl)[CH:5]=[CH:4][C:3]=1[SH:9].[Br:10][C:11]1[CH:16]=[CH:15][CH:14]=[CH:13][C:12]=1S.Cl[C:19]1C=CC=C[C:20]=1[CH:21]=[O:22].ClC1C=C(C=CC=1F)C=O.NCCCCCCO.[OH:45][CH2:46][CH:47]1[CH2:52][CH2:51][CH2:50][NH:49][CH2:48]1>>[Br:10][C:11]1[CH:16]=[CH:15][CH:14]=[CH:13][C:12]=1[S:9][C:3]1[CH:4]=[CH:5][C:6](/[CH:19]=[CH:20]/[C:21]([N:49]2[CH2:50][CH2:51][CH2:52][CH:47]([CH2:46][OH:45])[CH2:48]2)=[O:22])=[CH:7][C:2]=1[Cl:1]. Reported procedure: The title compound was prepared by the procedures described in Example 1 substituting 2,4-dichlorothiophenol with 2-bromothiophenol, 2-chlorobenzaldehyde with 3-chloro-4-fluoro-benzaldehyde, and 6-amino-1-hexanol with 3-hydroxymethylpiperidine. 1H NMR (DMSO-d6, 300 MHz) δ 8.07 (d, J=17.7 Hz, 1H), 7.80 (d, J=7.7 Hz, 1H), 7.63 (br d, J=7.7 Hz, 1H), 7.44 (d, J=7.0 Hz, 1H), 7.40 (br s, 2H), 7.35 (m, 1H), 7.25 (dd 7.7, 1.5, 1H), 7.06 (dd, J=8.1, 2.9, 1H), 4.57 (m, 1H), 4.45 (m, 1H), 4.16 (br m, 2H), ...